This data is from the Open Reaction Database (ORD), a public repository of structured organic reaction records. The task is: describe an organic reaction: reactants, conditions, products, and yield Reported procedure: The title compound was prepared from 4-(4-boc-piperazinyl)-indole and 3-pyridinylsulfonyl chloride according to Method 3: 1H NMR (270 MHz, DMSO-d6) δ 9.37 (br, 1 H), 9.18 (d, J=3 Hz, 1 H), 8.86 (d, J=5 Hz, 1 H), 8.39 (d, J=8 Hz, 1 H), 7.85 (d, J=3 Hz, 1 H), 7.70–7.60 (m, 2 H), 7.27 (t, J=8 Hz, 1 H), 7.00 (d, J=3 Hz, 1 H), 6.82 (d, J=8 Hz, 1 H), 3.24 (m, 8 H); MS (ESI+) for m/z 343 (M+H)+. Reaction SMILES: C([N:8]1[CH2:13][CH2:12][N:11]([C:14]2[CH:22]=[CH:21][CH:20]=[C:19]3[C:15]=2[CH:16]=[CH:17][NH:18]3)[CH2:10][CH2:9]1)(OC(C)(C)C)=O.[N:23]1[CH:28]=[CH:27][CH:26]=[C:25]([S:29]([Cl:32])(=[O:31])=[O:30])[CH:24]=1>>[ClH:32].[N:11]1([C:14]2[CH:22]=[CH:21][CH:20]=[C:19]3[C:15]=2[CH:16]=[CH:17][N:18]3[S:29]([C:25]2[CH:24]=[N:23][CH:28]=[CH:27][CH:26]=2)(=[O:31])=[O:30])[CH2:10][CH2:9][NH:8][CH2:13][CH2:12]1 |f:2.3|. The product is Cl.N1(CCNCC1)C1=C2C=CN(C2=CC=C1)S(=O)(=O)C=1C=NC=CC1 (4-(1-Piperazinyl)-1-(3-pyridinylsulfonyl)-1H-indole hydrochloride). Reactants: C(=O)(OC(C)(C)C)N1CCN(CC1)C1=C2C=CNC2=CC=C1 (4-(4-boc-piperazinyl)-indole), N1=CC(=CC=C1)S(=O)(=O)Cl (3-pyridinylsulfonyl chloride). Reaction conditions: temperature 0 celsius, time 20 hour. RXN SMILES: [CH2:1]([O:8][C@@H:9]([C@H:19]([C@@H:28]([CH2:30][O:31][CH2:32][C:33]1[CH:38]=[CH:37][CH:36]=[CH:35][CH:34]=1)[OH:29])[O:20][CH2:21][C:22]1[CH:27]=[CH:26][CH:25]=[CH:24][CH:23]=1)[CH2:10][O:11][Si](C(C)(C)C)(C)C)[C:2]1[CH:7]=[CH:6][CH:5]=[CH:4][CH:3]=1.[N+](C1C=CC(C(O)=O)=CC=1)([O-])=O.C1(P(C2C=CC=CC=2)C2C=CC=CC=2)C=CC=CC=1.CC(OC(/N=N/C(OC(C)C)=O)=O)C.[F-].C([N+](CCCC)(CCCC)CCCC)CCC>C1COCC1>[CH2:1]([O:8][C@H:9]([C@@H:19]([C@@H:28]([CH2:30][O:31][CH2:32][C:33]1[CH:34]=[CH:35][CH:36]=[CH:37][CH:38]=1)[OH:29])[O:20][CH2:21][C:22]1[CH:23]=[CH:24][CH:25]=[CH:26][CH:27]=1)[CH2:10][OH:11])[C:2]1[CH:7]=[CH:6][CH:5]=[CH:4][CH:3]=1 |f:4.5|. Isolated yield 54.8%. Procedure details: A solution of 240 (6.50 g, 12.1 mmol) in THF (60 mL) containing p-nitrobenzoic acid (4.06 g, 24.2 mmol) and triphenylphosphine (6.36 g, 24.2 mmol) was cooled to 0° C. A solution of diisopropylazodicarboxylate (4.8 mL, 24.2 mmol) in THF (30 mL) was added to the mixture over 2 h. After stirring for 20 h at ambient temperature, the reaction mixture was concentrated and then partitioned between Et2O (200 mL) and H2O (100 mL). The organic phase was washed with saturated aqueous NaHCO3 (3×50 mL), foll... Run in C1CCOC1 (THF), C1CCOC1 (THF). The reactants are C(C1=CC=CC=C1)O[C@H](CO[Si](C)(C)C(C)(C)C)[C@@H](OCC1=CC=CC=C1)[C@H](O)COCC1=CC=CC=C1 (2,3,5-Tri-O-benzyl-1-O-tert-butyldimethylsilyl-D-lyxitol), [N+](=O)([O-])C1=CC=C(C(=O)O)C=C1 (p-nitrobenzoic acid), C1(=CC=CC=C1)P(C1=CC=CC=C1)C1=CC=CC=C1 (triphenylphosphine), CC(C)OC(=O)/N=N/C(=O)OC(C)C (diisopropylazodicarboxylate), [F-].C(CCC)[N+](CCCC)(CCCC)CCCC (tetrabutylammonium fluoride). Yields the product C(C1=CC=CC=C1)O[C@@H](CO)[C@H](OCC1=CC=CC=C1)[C@H](O)COCC1=CC=CC=C1 (2,3,5-Tri-O-benzyl-D-ribitol). Starting materials: C([O-])([O-])=O.[K+].[K+] (Potassium carbonate), C1CNC(=O)N1 (ethylene urea), BrCC1=CC=C(C(=O)OC)C=C1 (methyl 4-bromomethylbenzoate). The reagents and catalysts are [I-].C(CCC)[N+](CCCC)(CCCC)CCCC (tetra-n-butylammonium iodide). The solvent is CN(C)C=O (DMF). Run at temperature 80 celsius, time 5 hour. The product is COC(=O)C1=CC=C(C=C1)CN1C(NCC1)=O (N-(4-methoxycarbonylphenylmethyl)imidazolin-2-one). Isolated yield 57.4%. As a reaction SMILES: C(=O)([O-])[O-].[K+].[K+].[CH2:7]1[NH:12][C:10](=[O:11])[NH:9][CH2:8]1.Br[CH2:14][C:15]1[CH:24]=[CH:23][C:18]([C:19]([O:21][CH3:22])=[O:20])=[CH:17][CH:16]=1>[I-].C([N+](CCCC)(CCCC)CCCC)CCC.CN(C=O)C>[CH3:22][O:21][C:19]([C:18]1[CH:23]=[CH:24][C:15]([CH2:14][N:9]2[CH2:8][CH2:7][NH:12][C:10]2=[O:11])=[CH:16][CH:17]=1)=[O:20] |f:0.1.2,5.6|. Procedure: Potassium carbonate (7.88 g; 57 mmol) was added to a solution of 4.92 g of ethylene urea (57 mmol), 5.73 g of methyl 4-bromomethylbenzoate (25 mmol) and 1.85 g of tetra-n-butylammonium iodide (5.0 mmol) in 30 mL of DMF, and the mixture was heated with stirring at 80° C. for 5 hours. After cooling, the solid was collected by filtration and washed with ethyl acetate. The filtrate was concentrated. The residue was purified by column chromatography on silica gel (eluent: ethyl acetate:methanol=10:1)... The product is 5-n-butyloctahydro-2-oxo-1H-indoleacetamide N-[bis[1-methylethyl]amino]ethyl, C(C)OC(CN1[C@@H]2[C@H](CC1=O)CCCCC2)=O (cis-octahydro-2-oxo-cyclohepta[b]pyrrole-1(2H)-acetic acid ethyl ester). RXN SMILES: [CH2:1]([O:3][C:4](=[O:18])[CH2:5][N:6]1[C:10](=[O:11])[CH2:9][C@@H:8]2C[CH2:13][CH2:14][CH2:15][CH2:16][CH2:17][C@H:7]12)[CH3:2].CC(NN(CC)NC(C)C)C>>[CH2:1]([O:3][C:4](=[O:18])[CH2:5][N:6]1[C:10](=[O:11])[CH2:9][C@@H:8]2[CH2:13][CH2:14][CH2:15][CH2:16][CH2:17][C@H:7]12)[CH3:2]. Reactants: C(C)OC(CN1[C@@H]2[C@H](CC1=O)CCCCCC2)=O (cis-decahydro-2-oxo-1H-cycloocta[b]pyrrole-1-acetic acid ethyl ester), CC(C)NN(NC(C)C)CC (N,N-bis-(1-methylethyl)aminoethylamine). Reported procedure: A solution of 5-n-butyloctahydro-2-oxo-1H-indoleacetic acid ethyl ester (3aα, 7aα) (VI) (5.0 g, 0.0178 mole) in N,N-bis-(1-methylethyl)aminoethylamine (4.49 g, 0.0267 mole) is heated at 100° C. for 18 hours. The solution is concentrated at reduced pressure to an oil. The oil is dissolved in 2-propanol and the solution is treated with a saturated solution of hydrogen chloride in 2-propanol. The solution is diluted with anhydrous diethyl ether and allowed to crystallize. The crystals are filtered....